Task: describe an organic reaction: reactants, conditions, products, and yield. Dataset: the Open Reaction Database (ORD), a public repository of structured organic reaction records The reactants are COC(C(C)(C)C=1C=C(C=C(C1)OCC1=CC=CC=C1)C1=CC=C(C=C1)C(F)(F)F)=O (2-(5-benzyloxy-4′-trifluoromethyl-biphenyl-3-yl)-2-methyl-propionic acid methyl ester), [OH-].[K+] (KOH), C(CC(O)(C(=O)O)CC(=O)O)(=O)O (citric acid). Solvent: C1CCOC1 (THF), CO (methanol), O (water). The product is C(C1=CC=CC=C1)OC=1C=C(C=C(C1)C1=CC=C(C=C1)C(F)(F)F)C(C(=O)O)(C)C (2-(5-benzyloxy-4′-trifluoromethyl-biphenyl-3-yl)-2-methyl-propionic acid). The yield is 39.3%. As a reaction SMILES: C[O:2][C:3](=[O:31])[C:4]([C:7]1[CH:8]=[C:9]([C:21]2[CH:26]=[CH:25][C:24]([C:27]([F:30])([F:29])[F:28])=[CH:23][CH:22]=2)[CH:10]=[C:11]([O:13][CH2:14][C:15]2[CH:20]=[CH:19][CH:18]=[CH:17][CH:16]=2)[CH:12]=1)([CH3:6])[CH3:5].[OH-].[K+].C(O)(=O)CC(CC(O)=O)(C(O)=O)O>C1COCC1.CO.O>[CH2:14]([O:13][C:11]1[CH:12]=[C:7]([C:4]([CH3:6])([CH3:5])[C:3]([OH:31])=[O:2])[CH:8]=[C:9]([C:21]2[CH:26]=[CH:25][C:24]([C:27]([F:29])([F:30])[F:28])=[CH:23][CH:22]=2)[CH:10]=1)[C:15]1[CH:16]=[CH:17][CH:18]=[CH:19][CH:20]=1 |f:1.2|. Reported procedure: A solution of 2-(5-benzyloxy-4′-trifluoromethyl-biphenyl-3-yl)-2-methyl-propionic acid methyl ester (0.12 g, 0.28 mmol) in THF (4 ml) was treated at room temperature with a solution of KOH (0.17 g, 3.00 mmol) in methanol and water (3 ml, 6:1). After two days the mixture was acidified with citric acid and extracted with EtOAc. The combined organic extracts were washed with NaHCO3 solution (sat aq), brine, dried (MgSO4), filtered and concentrated under reduced pressure. The residue was purified by...